From a dataset of the Open Reaction Database (ORD), a public repository of structured organic reaction records. describe an organic reaction: reactants, conditions, products, and yield Starting materials: N1=CC(=CC=C1)N=C=O (3-pyridylisocyanate), ClC=1C=C2CCNC2=CC1Cl (5,6-Dichloroindoline). The product is ClC=1C=C2CCN(C2=CC1Cl)C(NC=1C=NC=CC1)=O (5,6-Dichloro-1-(3-pyridylcarbamoyl)indoline). Reaction SMILES: [N:1]1[CH:6]=[CH:5][CH:4]=[C:3]([N:7]=[C:8]=[O:9])[CH:2]=1.[Cl:10][C:11]1[CH:12]=[C:13]2[C:17](=[CH:18][C:19]=1[Cl:20])[NH:16][CH2:15][CH2:14]2>>[Cl:10][C:11]1[CH:12]=[C:13]2[C:17](=[CH:18][C:19]=1[Cl:20])[N:16]([C:8](=[O:9])[NH:7][C:3]1[CH:2]=[N:1][CH:6]=[CH:5][CH:4]=1)[CH2:15][CH2:14]2. Procedure: The title compound was prepared as in the method of (Example 2) from 3-pyridylisocyanate and 5,6-dichloroindoline (D39) to give (E20) (1.27 g, 65%) m.p. 236°-238° C. Starting materials: C(C)(=O)OC1=C(NC2=CC=CC(=C12)C(F)(F)F)C (methyl-(4-trifluoromethyl-3-indolyl) acetate), [Na] (sodium), C(C1=CC=CC=C1)O (benzyl alcohol), 41. The product is C(C)(=O)OC1=C(NC2=CC=CC(=C12)C(F)(F)F)CC1=CC=CC=C1 (benzyl-(4-trifluoromethyl-3-indolyl) acetate). RXN SMILES: [C:1]([O:4][C:5]1[C:13]2[C:8](=[CH:9][CH:10]=[CH:11][C:12]=2[C:14]([F:17])([F:16])[F:15])[NH:7][C:6]=1[CH3:18])(=[O:3])[CH3:2].[Na].C(O)[C:21]1[CH:26]=[CH:25][CH:24]=[CH:23][CH:22]=1>>[C:1]([O:4][C:5]1[C:13]2[C:8](=[CH:9][CH:10]=[CH:11][C:12]=2[C:14]([F:17])([F:15])[F:16])[NH:7][C:6]=1[CH2:18][C:21]1[CH:26]=[CH:25][CH:24]=[CH:23][CH:22]=1)(=[O:3])[CH3:2] |^1:18|. Reported procedure: A solution of 0.05 mole of methyl-(4-trifluoromethyl-3-indolyl) acetate and 0.01 mole of sodium in 60 ml. anhydrous benzyl alcohol is slowly fractioned over a period of 41/2 hours through a Vigreux column to remove methanol. The excess benzyl alcohol is removed by distillation at 60° and 2.5 mm. to give a residue of crude benzyl-(4-trifluoromethyl-3-indolyl) acetate. The reactants are FC1=C(C=CC(=C1)OCCCN(CC)CC)[N+](=O)[O-] (2-fluoro-4-(3-diethylamino-1-propoxy)nitrobenzene), C(C)N(CCCN)CC (3-diethylamino-1-propylamine). RXN SMILES: F[C:2]1[CH:7]=[C:6]([O:8][CH2:9][CH2:10][CH2:11][N:12]([CH2:15][CH3:16])[CH2:13][CH3:14])[CH:5]=[CH:4][C:3]=1[N+:17]([O-:19])=[O:18].[CH2:20]([N:22]([CH2:27][CH3:28])[CH2:23][CH2:24][CH2:25][NH2:26])[CH3:21]>C1COCC1>[CH2:20]([N:22]([CH2:27][CH3:28])[CH2:23][CH2:24][CH2:25][NH:26][C:2]1[CH:7]=[C:6]([O:8][CH2:9][CH2:10][CH2:11][N:12]([CH2:15][CH3:16])[CH2:13][CH3:14])[CH:5]=[CH:4][C:3]=1[N+:17]([O-:19])=[O:18])[CH3:21]. Reported procedure: A solution of 2-fluoro-4-(3-diethylamino-1-propoxy)nitrobenzene (2 mmol; preparation described in Example 5) in THF (5 mL) is treated with 3-diethylamino-1-propylamine (2.4 mmol at rt. After completion of the reaction, the reaction mixture is concentrated in vacuo. The residue is redissolved in EtOAc (10 mL), washed with saturated sodium bicarbonate solution, water, and brine. The organic phase is then dried over sodium sulfate and the solvent is removed in vacuo to afford the product, 2-(3-diet... Yields the product C(C)N(CCCNC1=C(C=CC(=C1)OCCCN(CC)CC)[N+](=O)[O-])CC (2-(3-diethylamino-1-propylamino)-4-(3-diethylamino-1-propoxy)nitrobenzene). Run in C1CCOC1 (THF). Reactants: CC1(NC(=O)OC(C)(C)C)CCN(c2nccc(Cl)n2)CC1, ClCCl, COc1ccccc1, [Na+], [OH-], O=C(O)C(F)(F)F. Yields the product CC1(N)CCN(c2nccc(Cl)n2)CC1. Reaction SMILES: [C:1]([O:2][C:3](=[O:4])[NH:8][C:9]1([CH3:22])[CH2:10][CH2:11][N:12]([c:15]2[n:16][cH:17][cH:18][c:19]([Cl:21])[n:20]2)[CH2:13][CH2:14]1)([CH3:5])([CH3:6])[CH3:7].[CH2:40]([Cl:41])[Cl:42].[CH3:23][O:24][c:25]1[cH:26][cH:27][cH:28][cH:29][cH:30]1.[Na+:39].[OH-:38].[OH:31][C:32]([C:33]([F:34])([F:35])[F:36])=[O:37]>>[NH2:8][C:9]1([CH3:22])[CH2:10][CH2:11][N:12]([c:15]2[n:16][cH:17][cH:18][c:19]([Cl:21])[n:20]2)[CH2:13][CH2:14]1.